From a dataset of the Open Reaction Database (ORD), a public repository of structured organic reaction records. describe an organic reaction: reactants, conditions, products, and yield Starting materials: [N+]=1(C(=CC=CC1C(=O)O)C(=O)O)[O-] (pyridine-2,6-dicarboxylic acid N-oxide), CO (methanol), S(O)(O)(=O)=O (sulfuric acid). The product is COC(=O)C1=CC=CC(=N1)C(=O)O (6-methoxycarbonylpyridine-2-carboxylic acid). As a reaction SMILES: [N+:1]1([O-])[C:2]([C:10]([OH:12])=[O:11])=[CH:3][CH:4]=[CH:5][C:6]=1[C:7]([OH:9])=[O:8].S(=O)(=O)(O)O.[CH3:19]O>>[CH3:19][O:9][C:7]([C:6]1[N:1]=[C:2]([C:10]([OH:12])=[O:11])[CH:3]=[CH:4][CH:5]=1)=[O:8]. Procedure details: 40 g of the pyridine-2,6-dicarboxylic acid N-oxide was dissolved in 100 ml of methanol. 5 ml of sulfuric acid was added to the solution. The admixture was then heated under reflux for 2 hours and allowed, to cool so that crystals were deposited. The crystals thus deposited were filtered to obtain 28 g of 6-methoxycarbonylpyridine-2-carboxylic acid.